Dataset: the Open Reaction Database (ORD), a public repository of structured organic reaction records. Task: describe an organic reaction: reactants, conditions, products, and yield The reactants are N1C(NCC1)=O (2-imidazolidone), ClCC=1C=CC(=C(C1)C(C)=O)O (5'-chloromethyl-2'-hydroxyacetophenone), [H-].[Na+] (sodium hydride). The solvent is CN(C=O)C (dimethylformamide), CN(C=O)C (dimethylformamide), CN(C=O)C (dimethylformamide). Conditions: time 30 minute. Yields the product C(C)(=O)C=1C=C(C=CC1O)CN1C(NCC1)=O (1-[(3-Acetyl-4-hydroxyphenyl)methyl]-2-imidazolidone). The yield is 43.1%. As a reaction SMILES: [H-].[Na+].[NH:3]1[CH2:7][CH2:6][NH:5][C:4]1=[O:8].Cl[CH2:10][C:11]1[CH:12]=[CH:13][C:14]([OH:20])=[C:15]([C:17](=[O:19])[CH3:18])[CH:16]=1>CN(C)C=O>[C:17]([C:15]1[CH:16]=[C:11]([CH2:10][N:3]2[CH2:7][CH2:6][NH:5][C:4]2=[O:8])[CH:12]=[CH:13][C:14]=1[OH:20])(=[O:19])[CH3:18] |f:0.1|. Procedure details: To a suspension of sodium hydride (60% dispersion in mineral oil, 0.80 g, 20.0 mmol) in 15 mL dry dimethylformamide under argon, cooled in an ice-bath was added dropwise a solution of 2-imidazolidone (1.72 g, 20.0 mmol) in 5 mL dimethylformamide. The ice bath was removed, the mixture was stirred 30 minutes and a solution of 5'-chloromethyl-2'-hydroxyacetophenone (1.85 g, 10.0 mmol) in 5 mL dimethylformamide was added dropwise. The mixture was stirred four hours and the product was isolated in th...